From a dataset of the Open Reaction Database (ORD), a public repository of structured organic reaction records. describe an organic reaction: reactants, conditions, products, and yield The reactants are O=C([O-])[O-], CC(c1ccc(O)cc1Cl)C(O)(c1ccnc(Cl)c1)C(F)(F)F, [Cs+], [Cs+], N#Cc1ccc(F)c(F)c1, CN(C)C=O. RXN SMILES: [C:11](=[O:12])([O-:13])[O-:14].[Cl:17][c:18]1[cH:19][c:20]([OH:39])[cH:21][cH:22][c:23]1[CH:24]([C:25]([C:26]([F:27])([F:28])[F:29])([OH:30])[c:31]1[cH:32][c:33]([Cl:37])[n:34][cH:35][cH:36]1)[CH3:38].[Cs+:15].[Cs+:16].[F:1][c:2]1[cH:3][c:4]([C:5]#[N:6])[cH:7][cH:8][c:9]1[F:10].[O:40]=[CH:41][N:42]([CH3:43])[CH3:44]>>[F:1][c:2]1[cH:3][c:4]([C:5]#[N:6])[cH:7][cH:8][c:9]1[O:39][c:20]1[cH:19][c:18]([Cl:17])[c:23]([CH:24]([C:25]([C:26]([F:27])([F:28])[F:29])([OH:30])[c:31]2[cH:32][c:33]([Cl:37])[n:34][cH:35][cH:36]2)[CH3:38])[cH:22][cH:21]1. Yields the product CC(c1ccc(Oc2ccc(C#N)cc2F)cc1Cl)C(O)(c1ccnc(Cl)c1)C(F)(F)F. Starting materials: [Si](C)(C)(C(C)(C)C)N1C(C[C@H]1C1=NNN=C1)=O (1-tert-Butyldimethylsilyl-4(S)-(2H-1,2,3-triazol-4-yl)-2-azetidinone), Cl.CCO (HCl EtOH). Reaction conditions: time 1 hour. Product: Cl.C(C)OC(C[C@H](N)C1=NNN=C1)=O (3(S)-(2H-1,2,3-triazol-4-yl)-β-alanine ethyl ester hydrochloride). Isolated yield 94.4%. RXN SMILES: [Si]([N:8]1[C@H:11]([C:12]2[CH:16]=[N:15][NH:14][N:13]=2)[CH2:10][C:9]1=[O:17])(C(C)(C)C)(C)C.[ClH:18].[CH3:19][CH2:20][OH:21]>>[ClH:18].[CH2:20]([O:21][C:9](=[O:17])[CH2:10][C@@H:11]([C:12]1[CH:16]=[N:15][NH:14][N:13]=1)[NH2:8])[CH3:19] |f:1.2,3.4|. Procedure: 1-tert-Butyldimethylsilyl-4(S)-(2H-1,2,3-triazol-4-yl)-2-azetidinone (0.3 g) was added to 6N HCl/EtOH (10 ml). The mixture was stirred for 1 hour, and then evaporated in vacuo. The crystalline solid was washed with diethyl ether to give 3(S)-(2H-1,2,3-triazol-4-yl)-β-alanine ethyl ester hydrochloride (0.25 g, 94.4%) as a white solid.